From a dataset of the Open Reaction Database (ORD), a public repository of structured organic reaction records. describe an organic reaction: reactants, conditions, products, and yield Product: ONC(=O)[C@@H]1N(CN(C(C1)=O)CC1=CC=CC=C1)S(=O)(=O)C1=CC=C(C=C1)OC (N-hydroxy 1-benyl-3-[(4-methoxyphenyl)sulfonyl]-6-oxo-hexahydro-pyrimidine-4(R)-carboxamide). The reagents and catalysts are [Pd] (Pd/C). Reported procedure: N-Hydroxy 1-benzyl-3-[(4Methoxyphenyl)sulfonyl]-6-oxo-hexahydro-pyrimidine4(R-carboxamide (1f): A mixture of N-benzyloxy 1-benzyl-3-[(4-Methoxyphenyl)sulfonyl]-6-oxo-hexahydro-pyrimidine-4(R)-carboxamide (213 mg, 0.4 mmol) and 10% Pd/C (50 mg) in methanol (25 mL) is stirred under hydrogen atmosphere for 3 hours. The mixture is filtered over celite and the filtrate is collected and concentrated under reduced pressure to give an oil. The crude product is purified by flash silica gel chromatography... Run in CO (methanol). As a reaction SMILES: C([O:8][NH:9][C:10]([C@H:12]1[CH2:17][C:16](=[O:18])[N:15]([CH2:19][C:20]2[CH:25]=[CH:24][CH:23]=[CH:22][CH:21]=2)[CH2:14][N:13]1[S:26]([C:29]1[CH:34]=[CH:33][C:32]([O:35][CH3:36])=[CH:31][CH:30]=1)(=[O:28])=[O:27])=[O:11])C1C=CC=CC=1>CO.[Pd]>[OH:8][NH:9][C:10]([C@H:12]1[CH2:17][C:16](=[O:18])[N:15]([CH2:19][C:20]2[CH:21]=[CH:22][CH:23]=[CH:24][CH:25]=2)[CH2:14][N:13]1[S:26]([C:29]1[CH:30]=[CH:31][C:32]([O:35][CH3:36])=[CH:33][CH:34]=1)(=[O:28])=[O:27])=[O:11]. Run at time 3 hour. Reactants: R-carboxamide, C(C1=CC=CC=C1)ONC(=O)[C@@H]1N(CN(C(C1)=O)CC1=CC=CC=C1)S(=O)(=O)C1=CC=C(C=C1)OC (N-benzyloxy 1-benzyl-3-[(4-Methoxyphenyl)sulfonyl]-6-oxo-hexahydro-pyrimidine-4(R)-carboxamide).